This data is from the Open Reaction Database (ORD), a public repository of structured organic reaction records. The task is: describe an organic reaction: reactants, conditions, products, and yield The reactants are COC(=O)c1ccc2cc(Br)ccc2c1, O=C([O-])[O-], COCCOC, CC1(C)OB(c2ccc(O)cc2)OC1(C)C, CCOC(C)=O, [Na+], [Na+]. Product: COC(=O)c1ccc2cc(-c3ccc(O)cc3)ccc2c1. As a reaction SMILES: [Br:1][c:2]1[cH:3][c:4]2[cH:5][cH:6][c:7]([C:12](=[O:13])[O:14][CH3:15])[cH:8][c:9]2[cH:10][cH:11]1.[C:32](=[O:33])([O-:34])[O-:35].[CH2:38]([CH2:39][O:40][CH3:41])[O:42][CH3:43].[CH3:16][C:17]1([CH3:18])[C:19]([CH3:20])([CH3:21])[O:22][B:23]([c:24]2[cH:25][cH:26][c:27]([OH:30])[cH:28][cH:29]2)[O:31]1.[CH3:44][CH2:45][O:46][C:47]([CH3:48])=[O:49].[Na+:36].[Na+:37]>>[c:2]1(-[c:24]2[cH:25][cH:26][c:27]([OH:30])[cH:28][cH:29]2)[cH:3][c:4]2[cH:5][cH:6][c:7]([C:12](=[O:13])[O:14][CH3:15])[cH:8][c:9]2[cH:10][cH:11]1.